Dataset: the Open Reaction Database (ORD), a public repository of structured organic reaction records. Task: describe an organic reaction: reactants, conditions, products, and yield Starting materials: [Al+3], CCOCC, CC1CNC(=O)c2cc3ccc(C(F)(F)F)cc3n21, [H-], [H-], [H-], [H-], [Li+], [Na+], [OH-], O. Yields the product CC1CNCc2cc3ccc(C(F)(F)F)cc3n21. RXN SMILES: [Al+3:21].[CH2:29]([O:30][CH2:31][CH3:32])[CH3:33].[CH3:1][CH:2]1[CH2:3][NH:4][C:5](=[O:19])[c:6]2[n:7]1[c:8]1[cH:9][c:10]([C:15]([F:16])([F:17])[F:18])[cH:11][cH:12][c:13]1[cH:14]2.[H-:20].[H-:23].[H-:24].[H-:25].[Li+:22].[Na+:28].[OH-:27].[OH2:26]>>[CH3:1][CH:2]1[CH2:3][NH:4][CH2:5][c:6]2[n:7]1[c:8]1[cH:9][c:10]([C:15]([F:16])([F:17])[F:18])[cH:11][cH:12][c:13]1[cH:14]2. Reactants: Cl.IC=1C=C2C(C(=CN(C2=CC1)CC1CNCC1)C(=O)OCC)=O (ethyl 6-iodo-4-oxo-1-(pyrrolidin-3-ylmethyl)-1,4-dihydroquinoline-3-carboxylate hydrochloride), O (water), Cl.IC=1C=C2C(C(=CN(C2=CC1)CC1CNCC1)C(=O)OCC)=O (ethyl 6-iodo-4-oxo-1-(pyrrolidin-3-ylmethyl)-1,4-dihydroquinoline-3-carboxylate hydrochloride), [Si](C)(C)(C(C)(C)C)OCC=O ((tert-butyldimethylsilyloxy)acetaldehyde), C(#N)[BH3-].[Na+] (sodium cyanoborohydride). Solvent: CO (methanol). Run at temperature 23 celsius, time 16 hour. The product is [Si](C)(C)(C(C)(C)C)OCCN1CC(CC1)CN1C=C(C(C2=CC(=CC=C12)I)=O)C(=O)OCC (ethyl 1-((1-(2-(tert-butyldimethylsilyloxy)ethyl)pyrrolidin-3-yl)methyl)-6-iodo-4-oxo-1,4-dihydroquinoline-3-carboxylate). The yield is 40.1%. RXN SMILES: Cl.[I:2][C:3]1[CH:4]=[C:5]2[C:10](=[CH:11][CH:12]=1)[N:9]([CH2:13][CH:14]1[CH2:18][CH2:17][NH:16][CH2:15]1)[CH:8]=[C:7]([C:19]([O:21][CH2:22][CH3:23])=[O:20])[C:6]2=[O:24].[Si:25]([O:32][CH2:33][CH:34]=O)([C:28]([CH3:31])([CH3:30])[CH3:29])([CH3:27])[CH3:26].C([BH3-])#N.[Na+].O>CO>[Si:25]([O:32][CH2:33][CH2:34][N:16]1[CH2:17][CH2:18][CH:14]([CH2:13][N:9]2[C:10]3[C:5](=[CH:4][C:3]([I:2])=[CH:12][CH:11]=3)[C:6](=[O:24])[C:7]([C:19]([O:21][CH2:22][CH3:23])=[O:20])=[CH:8]2)[CH2:15]1)([C:28]([CH3:31])([CH3:30])[CH3:29])([CH3:27])[CH3:26] |f:0.1,3.4|. Procedure details: Ethyl 6-iodo-4-oxo-1-(pyrrolidin-3-ylmethyl)-1,4-dihydroquinoline-3-carboxylate hydrochloride (Intermediate 126, 500 mg, 1.08 mmol) was suspended in methanol (15 mL) then (tert-butyldimethylsilyloxy)acetaldehyde (1 mL, 5.4 mmol) and sodium cyanoborohydride (612 mg, 9.7 mmol) were added. The reaction was stirred at 23° C. for 16 h. The volume of the reaction was reduced by half and water (25 mL) was added. The suspension was extracted with 2:1 ethyl acetate: tetrahydrofuran (3×, 10 mL). The organ... Starting materials: SCCCS (HS(CH2)3SH), [H-].[Na+] (NaH), oil, BrCCP(=O)(OCC)OCC (BrCH2CH2P(O)(OC2H5)2). The solvent is CCCCCC (hexane). Conditions: temperature 0 celsius. Yields the product compound 5, C(=C)P(OCC)(OCC)=O (diethyl vinylphosphonate). Yield: 90.0%. As a reaction SMILES: [H-].[Na+].SCCCS.Br[CH2:9][CH2:10][P:11]([O:16][CH2:17][CH3:18])([O:13][CH2:14][CH3:15])=[O:12]>CCCCCC>[CH:10]([P:11](=[O:12])([O:16][CH2:17][CH3:18])[O:13][CH2:14][CH3:15])=[CH2:9] |f:0.1|. Procedure: A sample of 60% NaH in mineral oil (95 mmol) was placed in a 2-neck round bottom flask and charged with dry hexane (20 mL). This solution was allowed to stir for ten minutes, after which the hexane-mineral oil layer was completely removed. The flask was then charged with dry tetrahydrofuran (100 mL), followed by dropwise addition of HS(CH2)3SH (46 mmol) with constant stirring. The resulting solution was cooled at 0° C. and BrCH2CH2P(O)(OC2H5)2 (95 mmol) was added dropwise with constant stirring ... Reactants: CC(=CBr)c1ccncc1, CN1CCc2[nH]c3ccc(Cl)cc3c2CC1, [Cu]I, O=C(O)C(F)(F)F, CN(C)C=O, O, O=C(O)C1CCCN1. Product: CC(=Cn1c2c(c3cc(Cl)ccc31)CCN(C)CC2)c1ccncc1. RXN SMILES: [Br:17][CH:18]=[C:19]([CH3:20])[c:21]1[cH:22][cH:23][n:24][cH:25][cH:26]1.[Cl:1][c:2]1[cH:3][c:4]2[c:5]3[c:6]([nH:7][c:8]2[cH:9][cH:10]1)[CH2:11][CH2:12][N:13]([CH3:16])[CH2:14][CH2:15]3.[Cu:47][I:48].[F:35][C:36]([F:37])([F:38])[C:39]([OH:40])=[O:41].[O:42]=[CH:43][N:44]([CH3:45])[CH3:46].[OH2:49].[OH:27][C:28]([CH:29]1[NH:30][CH2:31][CH2:32][CH2:33]1)=[O:34]>>[Cl:1][c:2]1[cH:3][c:4]2[c:5]3[c:6]([n:7]([CH:18]=[C:19]([CH3:20])[c:21]4[cH:22][cH:23][n:24][cH:25][cH:26]4)[c:8]2[cH:9][cH:10]1)[CH2:11][CH2:12][N:13]([CH3:16])[CH2:14][CH2:15]3. Starting materials: CCc1cccc(N)c1, CC(=O)OC(C)=O. Yields the product CCc1cccc(NC(C)=O)c1. As a reaction SMILES: [CH2:1]([CH3:2])[c:3]1[cH:4][c:5]([NH2:6])[cH:7][cH:8][cH:9]1.[CH3:10][C:11](=[O:12])[O:13][C:14]([CH3:15])=[O:16]>>[CH2:1]([CH3:2])[c:3]1[cH:4][c:5]([NH:6][C:11]([CH3:10])=[O:12])[cH:7][cH:8][cH:9]1.